The task is: describe an organic reaction: reactants, conditions, products, and yield. This data is from the Open Reaction Database (ORD), a public repository of structured organic reaction records. Reported procedure: 5.0 G. of 4-chloro-5-cyano-2-(4-n-propylphenyl)-pyrimidine are boiled under reflux for 1 hour while stirring in 255 ml. of 50% dioxane with 22.4 g. of zinc dust (treated with hydrochloric acid and washed with water). Then, the zinc is separated and washed with dioxane. The filtrate and washings are freed from dioxane in vacuo and the aqueous suspension is extracted with methylene chloride. The extract is dried and concentrated and the residue chromatographed on silica gel. Elution with methylene... The reagents and catalysts are [Zn] (zinc). RXN SMILES: Cl[C:2]1[C:7]([C:8]#[N:9])=[CH:6][N:5]=[C:4]([C:10]2[CH:15]=[CH:14][C:13]([CH2:16][CH2:17][CH3:18])=[CH:12][CH:11]=2)[N:3]=1>[Zn].O1CCOCC1>[C:8]([C:7]1[CH:2]=[N:3][C:4]([C:10]2[CH:15]=[CH:14][C:13]([CH2:16][CH2:17][CH3:18])=[CH:12][CH:11]=2)=[N:5][CH:6]=1)#[N:9]. Solvent: O1CCOCC1 (dioxane). Reactants: ClC1=NC(=NC=C1C#N)C1=CC=C(C=C1)CCC (4-chloro-5-cyano-2-(4-n-propylphenyl)-pyrimidine). The product is C(#N)C=1C=NC(=NC1)C1=CC=C(C=C1)CCC (5-cyano-2-(4-n-propylphenyl)-pyrimidine).